This data is from the Open Reaction Database (ORD), a public repository of structured organic reaction records. The task is: describe an organic reaction: reactants, conditions, products, and yield Reactants: 57, C(C)(C)(C)C=1C=CC(=C(/C=C/C(=O)OC)C1)NS(=O)(=O)C1=CC=C(C=C1)C (methyl trans-5-tert-butyl-2-(p-toluenesulfonylamino)cinnamate), ClC1=CC=C2C(=C(NC2=C1)C(=O)C1=NC=CC(=C1)C)CC(=O)O ([6-Chloro-2-(4-methylpyridine-2-Carbonyl)-1H-indol-3-yl]acetic Acid). Yields the product COC(CC1=C(NC2=CC=C(C=C12)C(C)(C)C)C(=O)C1=NC=CC(=C1)C)=O (Methyl[5-tert-butyl-2-(4-Methylpyridine-2-carbonyl)-1H-indol-3-yl]acetate). Reaction SMILES: [C:1]([C:5]1[CH:6]=[CH:7][C:8]([NH:17]S(C2C=CC(C)=CC=2)(=O)=O)=[C:9]([CH:16]=1)/[CH:10]=[CH:11]/[C:12]([O:14][CH3:15])=[O:13])([CH3:4])([CH3:3])[CH3:2].ClC1C=C2C(C(CC(O)=O)=[C:34]([C:38]([C:40]3[CH:45]=[C:44]([CH3:46])[CH:43]=[CH:42][N:41]=3)=[O:39])N2)=CC=1>>[CH3:15][O:14][C:12](=[O:13])[CH2:11][C:10]1[C:9]2[C:8](=[CH:7][CH:6]=[C:5]([C:1]([CH3:2])([CH3:3])[CH3:4])[CH:16]=2)[NH:17][C:34]=1[C:38]([C:40]1[CH:45]=[C:44]([CH3:46])[CH:43]=[CH:42][N:41]=1)=[O:39]. Procedure: The compound was prepared according to the procedure described in Example of 57 from methyl trans-5-tert-butyl-2-(p-toluenesulfonylamino)cinnamate (step 2) and 2-bromoacetyl-4-methylpyridine hydrobromide (Preparation is described in step 2 of Example 31). The reactants are C(C)(C)(C)OC(NCC(CC(C)C)CC(NCCC#N)=O)=O ({2-[(2-Cyano-ethylcarbamoyl)-methyl]-4-methyl-pentyl}-carbamic acid tert-butyl ester), [Br-].[Li+] (lithium bromide), COC(C(CC(=O)OC(C)(C)C)CC(C)C)=O (2-Isobutyl-succinic acid-4-t-butyl ester-1-methyl ester). The solvent is CC(=O)C (acetone). Yields the product C(C)(C)(C)OC(CC(C(=O)O)CC(C)C)=O (2-Isobutyl-succinic acid-4-t-butyl ester). Yield: 97.2%. As a reaction SMILES: C(OC(=O)NCC(CC(=O)NCCC#N)CC(C)C)(C)(C)C.[Br-].[Li+].C[O:26][C:27](=[O:41])[CH:28]([CH2:37][CH:38]([CH3:40])[CH3:39])[CH2:29][C:30]([O:32][C:33]([CH3:36])([CH3:35])[CH3:34])=[O:31]>CC(C)=O>[C:33]([O:32][C:30](=[O:31])[CH2:29][CH:28]([CH2:37][CH:38]([CH3:39])[CH3:40])[C:27]([OH:41])=[O:26])([CH3:36])([CH3:35])[CH3:34] |f:1.2|. Procedure details: Synthesis of Compound 1 Lithium aluminum hydride (134.8 mL of a 1 M solution in ether, 134.8 mmol) was added dropwise to a stirring solution of cis-cyclobutane-1,2-dicarboxylic acid (9.71 g, 67.39 mmol) in THF (120 mL) at 0° C. under argon. The mixture was allowed to warm to room temperature and stirred for 16 hours. The mixture was cooled to 0° C. and quenched by careful addition of water (5.2 mL), sodium hydroxide solution (5.2 mL of a 15% w/v solution), and water (15.7 mL). The mixture was st... Reactants: NC1=NNC(=N1)SCCSCCSCCCCCC (3-amino-5-{2-[2-(hexylthio)ethylthio]ethylthio}-1,2,4-triazole), C(CC(=O)C)(=O)OCC (ethyl acetoacetate). Solvent: C(C)(=O)O (acetic acid). Product: C(CCCCC)SCCSCCSC=1N=C2N=C(C=C(N2N1)O)C (2-{2-[2-(hexylthio)ethylthio]ethylthio}-4-hydroxy-6-methyl-1,3,3a,7-tetraazaindene). The yield is 78.4%. Reaction SMILES: [NH2:1][C:2]1[N:6]=[C:5]([S:7][CH2:8][CH2:9][S:10][CH2:11][CH2:12][S:13][CH2:14][CH2:15][CH2:16][CH2:17][CH2:18][CH3:19])[NH:4][N:3]=1.[C:20](OCC)(=[O:25])[CH2:21][C:22]([CH3:24])=O>C(O)(=O)C>[CH2:14]([S:13][CH2:12][CH2:11][S:10][CH2:9][CH2:8][S:7][C:5]1[N:6]=[C:2]2[N:3]([N:4]=1)[C:20]([OH:25])=[CH:21][C:22]([CH3:24])=[N:1]2)[CH2:15][CH2:16][CH2:17][CH2:18][CH3:19]. Procedure details: A mixture of Compound 12 (3.90 g, 13.3 mmole), ethyl acetoacetate (1.94 g, 14.9 mmole), and acetic acid (8.2 mL) was heated at reflux in a dry nitrogen atmosphere overnight. On cooling, the mixture solidified. The solid was collected, washed with cold ethanol and recrystallized from ethanol to yield Compound 20 (4.03 g, 74% yield), m.p. 119°-121° C. Analysis: Calculated for C10H26N4OS3 : C, 49.71; H, 6.78; N, 14.49. Found: C, 48.98; H, 6.76; N, 14.34. The reactants are O(C1=CC=CC=C1)CCCl (2-phenoxy ethyl chloride), C(CC)N (propyl amine), C(C)O (ethanol). Solvent: O (water). Run at temperature 100 celsius. Yields the product C(CC)NCCOC1=CC=CC=C1 (N-n-propyl-N-2-phenoxyethyl amine). Yield: 93.0%. Reaction SMILES: [O:1]([CH2:8][CH2:9]Cl)[C:2]1[CH:7]=[CH:6][CH:5]=[CH:4][CH:3]=1.[CH2:11]([NH2:14])[CH2:12][CH3:13].C(O)C>O>[CH2:11]([NH:14][CH2:9][CH2:8][O:1][C:2]1[CH:7]=[CH:6][CH:5]=[CH:4][CH:3]=1)[CH2:12][CH3:13]. Procedure details: Into a 1-liter glass reactor, which can withstand a pressure of 6 atmospheres, fitted with a stirrer, heat-ing mantle and a pressure gauge, were added 100 g 2-phenoxy ethyl chloride, 150 g propyl amine, 130 ml ethanol and 100 ml water. The reaction was heated to 100° C. for 5 hours, during which time the pressure increased to 2.2 atmospheres. Afterwards the mixture was cooled to 50° C. to lower the pressure, the propyl amine was distilled off, about 200 ml of 20% aqueous HCl was added and the wh... Reactants: CC1=C(SC(=C1)N1C(N(CC1)CC1=CC=C(C=C1)C(F)(F)F)=O)C(=O)OCC (ethyl 3-methyl-5-(2-oxo-3-(4-(trifluoromethyl)benzyl)imidazolidin-1-yl)thiophene-2-carboxylate), N=1ON=C2C1C=CC(=C2)CN2C(N(CC2)C=2SC(=C(N2)C)C(=O)OCC)=O (ethyl 2-(3-(benzo[c][1,2,5]oxadiazol-5-ylmethyl)-2-oxoimidazolidin-1-yl)-4-methylthiazole-5-carboxylate). Yields the product N=1ON=C2C1C=CC(=C2)CN2C(N(CC2)C=2SC(=C(N2)C)C(=O)O)=O (2-(3-(benzo[c][1,2,5]oxadiazol-5-ylmethyl)-2-oxoimidazolidin-1-yl)-4-methylthiazole-5-carboxylic acid). Isolated yield 89.0%. Reaction SMILES: CC1C=C(N2CCN(CC3C=CC(C(F)(F)F)=CC=3)C2=O)SC=1C(OCC)=O.[N:29]1[O:30][N:31]=[C:32]2[CH:37]=[C:36]([CH2:38][N:39]3[CH2:43][CH2:42][N:41]([C:44]4[S:45][C:46]([C:50]([O:52]CC)=[O:51])=[C:47]([CH3:49])[N:48]=4)[C:40]3=[O:55])[CH:35]=[CH:34][C:33]=12>>[N:29]1[O:30][N:31]=[C:32]2[CH:37]=[C:36]([CH2:38][N:39]3[CH2:43][CH2:42][N:41]([C:44]4[S:45][C:46]([C:50]([OH:52])=[O:51])=[C:47]([CH3:49])[N:48]=4)[C:40]3=[O:55])[CH:35]=[CH:34][C:33]=12. Procedure details: Following the procedure as described in Example 14, making variations as required to replace ethyl 3-methyl-5-(2-oxo-3-(4-(trifluoromethyl)benzyl)imidazolidin-1-yl)thiophene-2-carboxylate with ethyl 2-(3-(benzo[c][1,2,5]oxadiazol-5-ylmethyl)-2-oxoimidazolidin-1-yl)-4-methylthiazole-5-carboxylate, the title compound was obtained as a colorless solid in 89% yield: MS (ES+) m/z 360.1 (M+1). Starting materials: C(C)(C)(C)OC(NC1CC2=CC=C(C=C2CC1)CN1CCCCC1)=O ((6-Piperidin-1-ylmethyl-1,2,3,4-tetrahydro-naphthalen-2-yl)-carbamic acid tert-butyl ester), C(=O)(C(F)(F)F)O (TFA). The solvent is C(Cl)Cl (CH2Cl2). Yields the product N1(CCCCC1)CC=1C=C2CCC(CC2=CC1)N (6-piperidin-1-ylmethyl-1,2,3,4-tetrahydro-naphthalen-2-ylamine), C(=O)(C(F)(F)F)O (TFA). As a reaction SMILES: C(OC(=O)[NH:7][CH:8]1[CH2:17][CH2:16][C:15]2[C:10](=[CH:11][CH:12]=[C:13]([CH2:18][N:19]3[CH2:24][CH2:23][CH2:22][CH2:21][CH2:20]3)[CH:14]=2)[CH2:9]1)(C)(C)C.[C:26]([OH:32])([C:28]([F:31])([F:30])[F:29])=[O:27]>C(Cl)Cl>[N:19]1([CH2:18][C:13]2[CH:14]=[C:15]3[C:10](=[CH:11][CH:12]=2)[CH2:9][CH:8]([NH2:7])[CH2:17][CH2:16]3)[CH2:20][CH2:21][CH2:22][CH2:23][CH2:24]1.[C:26]([OH:32])([C:28]([F:31])([F:30])[F:29])=[O:27]. Reported procedure: (6-Piperidin-1-ylmethyl-1,2,3,4-tetrahydro-naphthalen-2-yl)-carbamic acid tert-butyl ester (Step E) (0.113 g, 0.327 mmol) was suspended in CH2Cl2 (2.5 mL) then TFA was added (2.5 mL). The reaction was stirred at RT until complete consumption of starting material was observed by HPLC analysis (2 h). The reaction mixture was concentrated in vacuo to afford the crude title compound as the bis-TFA salt, which was used without further purification. MS (APCI pos) 245 (M+H).